Dataset: the Open Reaction Database (ORD), a public repository of structured organic reaction records. Task: describe an organic reaction: reactants, conditions, products, and yield The reactants are CN1C(=NC=C1)C (1,2-dimethylimidazole), CC1=C(SC=C1)C=O (3-methyl-2-thiophenecarboxaldehyde), C(C)(=O)OC(C)=O (acetic anhydride). Run in C(C)(C)O (isopropyl alcohol). The product is CN1C(=NC=C1)C=CC=1SC=CC1C (1-methyl-2-(2-(3-methyl-2-thienyl)ethenyl)1H-imidazole). Isolated yield 41.2%. As a reaction SMILES: [CH3:1][N:2]1[CH:6]=[CH:5][N:4]=[C:3]1[CH3:7].[CH3:8][C:9]1[CH:13]=[CH:12][S:11][C:10]=1[CH:14]=O.C(OC(=O)C)(=O)C>C(O)(C)C>[CH3:1][N:2]1[CH:6]=[CH:5][N:4]=[C:3]1[CH:7]=[CH:14][C:10]1[S:11][CH:12]=[CH:13][C:9]=1[CH3:8]. Procedure details: A mixture was prepared by admixing together in a 1.0 liter-3-necked round bottomed flask 144.0 grams (1.5 moles) of 1,2-dimethylimidazole, 189.3 grams (1.5 moles) of 3-methyl-2-thiophenecarboxaldehyde and 450 cubic centimeters (cc) of acetic anhydride. The flask was equipped with a stirrer, thermometer and a 12 foot distillation column. The mixture was stirred and heated at ~150° C. for ~2 hours. The temperature increased to ~160° C. At this time 250 cc of the distillate (mostly acetic acid by-p... Reactants: COC1=NC(=NC(=C1)C1=CN(C2=NC=CC=C21)S(=O)(=O)C2=CC=CC=C2)NCC=2C=C(C=CC2)O (3-((4-methoxy-6-(1-(phenylsulfonyl)-1H-pyrrolo[2,3-b]pyridin-3-yl)pyrimidin-2-ylamino)methyl)phenol), OCCCNC(OC(C)(C)C)=O (tert-butyl 3-hydroxypropylcarbamate), C1(=CC=CC=C1)P(C1=CC=CC=C1)C1=CC=CC=C1 (triphenylphosphine), N(=NC(=O)OC(C)C)C(=O)OC(C)C (diisopropyl azodicarboxylate). Run in O1CCCC1 (tetrahydrofuran). Conditions: time 3 hour. Yields the product COC1=NC(=NC(=C1)C1=CN(C2=NC=CC=C21)S(=O)(=O)C2=CC=CC=C2)NCC=2C=C(OCCCNC(OC(C)(C)C)=O)C=CC2 (tert-butyl 3-(3-((4-methoxy-6-(1-(phenylsulfonyl)-1H-pyrrolo[2,3-b]pyridin-3-yl)pyrimidin-2-ylamino)methyl)phenoxy)propylcarbamate). RXN SMILES: [CH3:1][O:2][C:3]1[CH:8]=[C:7]([C:9]2[C:17]3[C:12](=[N:13][CH:14]=[CH:15][CH:16]=3)[N:11]([S:18]([C:21]3[CH:26]=[CH:25][CH:24]=[CH:23][CH:22]=3)(=[O:20])=[O:19])[CH:10]=2)[N:6]=[C:5]([NH:27][CH2:28][C:29]2[CH:30]=[C:31]([OH:35])[CH:32]=[CH:33][CH:34]=2)[N:4]=1.O[CH2:37][CH2:38][CH2:39][NH:40][C:41](=[O:47])[O:42][C:43]([CH3:46])([CH3:45])[CH3:44].C1(P(C2C=CC=CC=2)C2C=CC=CC=2)C=CC=CC=1.N(C(OC(C)C)=O)=NC(OC(C)C)=O>O1CCCC1>[CH3:1][O:2][C:3]1[CH:8]=[C:7]([C:9]2[C:17]3[C:12](=[N:13][CH:14]=[CH:15][CH:16]=3)[N:11]([S:18]([C:21]3[CH:22]=[CH:23][CH:24]=[CH:25][CH:26]=3)(=[O:20])=[O:19])[CH:10]=2)[N:6]=[C:5]([NH:27][CH2:28][C:29]2[CH:30]=[C:31]([CH:32]=[CH:33][CH:34]=2)[O:35][CH2:37][CH2:38][CH2:39][NH:40][C:41](=[O:47])[O:42][C:43]([CH3:46])([CH3:45])[CH3:44])[N:4]=1. Procedure: To a mixture of Example 63A (0.510 g, 1.05 mmol), tert-butyl 3-hydroxypropylcarbamate (0.275 g, 1.57 mmol) and triphenylphosphine (0.412 g, 1.57 mmol) in tetrahydrofuran (13 ml) was added dropwise diisopropyl azodicarboxylate (DIAD) (0.305 ml, 1.57 mmol). The reaction mixture was stirred at room temperature for 3 hours and then concentrated in vacuo. Flash chromatography isolation (gradient elution, ethyl acetate/hexane 0-50%) gave the title compound. Reactants: CCOC(=O)C(CCSC)NC(=O)C(Cc1cn(C)c2ccccc12)NC(=O)OC(C)(C)C, O=CO, Cl. Product: CSCCC1NC(=O)C(Cc2cn(C)c3ccccc23)NC1=O. Reaction SMILES: [CH2:1]([O:2][C:3](=[O:4])[CH:5]([NH:6][C:7]([CH:8]([NH:9][C:10](=[O:11])[O:12][C:13]([CH3:14])([CH3:15])[CH3:16])[CH2:17][c:18]1[cH:19][n:20]([CH3:27])[c:21]2[cH:22][cH:23][cH:24][cH:25][c:26]12)=[O:28])[CH2:29][CH2:30][S:31][CH3:32])[CH3:33].[CH:35]([OH:36])=[O:37].[ClH:34]>>[CH:5]1([CH2:29][CH2:30][S:31][CH3:32])[NH:6][C:7](=[O:28])[CH:8]([CH2:17][c:18]2[cH:19][n:20]([CH3:27])[c:21]3[cH:22][cH:23][cH:24][cH:25][c:26]23)[NH:9][C:10]1=[O:11]. The reactants are O.C(C1=CC=CC=C1)OC1=C(C=CC=C1)C(=O)C=O (2-benzyloxyphenylglyoxal hydrate), CC(CC1=C(C(=C(C=C1)OC)OC)OC)(C)N (α,α-dimethyl-2,3,4-trimethoxyphenethylamine). Solvent: CS(=O)C (dimethylsulfoxide), CS(=O)C (dimethylsulfoxide), CS(=O)C (dimethylsulfoxide). Run at temperature 25 celsius, time 1 hour. The product is CC(CC1=C(C(=C(C=C1)OC)OC)OC)(C)N=C(C(=O)C1=CC=CC=C1)OCC1=CC=CC=C1 (α-(α,α-dimethyl-2,3,4-trimethoxyphenethylimino)-2-benzyloxyacetophenone). As a reaction SMILES: [OH2:1].[CH2:2]([O:9][C:10]1[CH:15]=[CH:14][CH:13]=[CH:12][C:11]=1[C:16]([CH:18]=O)=O)[C:3]1[CH:8]=[CH:7][CH:6]=[CH:5][CH:4]=1.[CH3:20][C:21]([NH2:36])([CH3:35])[CH2:22][C:23]1[CH:28]=[CH:27][C:26]([O:29][CH3:30])=[C:25]([O:31][CH3:32])[C:24]=1[O:33][CH3:34]>CS(C)=O>[CH3:35][C:21]([N:36]=[C:10]([O:9][CH2:2][C:3]1[CH:4]=[CH:5][CH:6]=[CH:7][CH:8]=1)[C:15]([C:14]1[CH:13]=[CH:12][CH:11]=[CH:16][CH:18]=1)=[O:1])([CH3:20])[CH2:22][C:23]1[CH:28]=[CH:27][C:26]([O:29][CH3:30])=[C:25]([O:31][CH3:32])[C:24]=1[O:33][CH3:34] |f:0.1|. Procedure: 2.4 g of 2-benzyloxyphenylglyoxal hydrate are dissolved in 3 ml of dimethylsulfoxide, and a solution of 1.9 g of α,α-dimethyl-2,3,4-trimethoxyphenethylamine in 5 ml of dimethylsulfoxide is added thereto. The mixture is stirred at 25° C. for one hour, whereby a solution of α-(α,α-dimethyl-2,3,4-trimethoxyphenethylimino)-2-benzyloxyacetophenone in dimethylsulfoxide is obtained. Reactants: C(C)(C)(C)OO (Tert-butyl hydroperoxide), OCC1OC=CCC1 (hydroxymethyldihydro-pyran), C(C)(=O)OCC (ethyl acetate). The reagents and catalysts are [O-][V](=O)([O-])[O-].[Na+].[Na+].[Na+] (vanadyl). Run in C1(=CC=CC=C1)C (toluene). Conditions: time 5 minute. Product: C12(COCCC2O1)CO ((3,7-Dioxa-bicyclo[4.1.0]hept-1-yl)-methanol). Yield: 70.0%. RXN SMILES: [C:1]([O:5]O)([CH3:4])([CH3:3])[CH3:2].[OH:7][CH2:8][CH:9]1CCC=CO1.C(OCC)(=[O:17])C>C1(C)C=CC=CC=1.[O-][V]([O-])([O-])=O.[Na+].[Na+].[Na+]>[C:1]12([CH2:4][OH:17])[O:5][CH:3]1[CH2:9][CH2:8][O:7][CH2:2]2 |f:4.5.6.7|. Procedure details: Tert-butyl hydroperoxide (5.5M, 4.73 mmoles) was added to a mixture of vanadyl acetoacetonate (0.058 g, 0.22 mmoles) and hydroxymethyldihydro-pyran (0.5 g, 4.38 mmoles) in 16.2 ml of toluene at 85° C. After stirring for 5 minutes, TLC showed the reaction to be complete. The mixture was diluted with ethyl acetate and washed with 1 M hydrochloric acid followed by a wash with a saturated sodium bicarbonate solution. The ethyl acetate layer was dried over sodium sulfate, filtered and concentrated in... Starting materials: Br, O=C([O-])O, CC1=NN(c2ccc3c(c2)CCCC3)C(=O)C1, Cl, O=N[O-], Nc1cccc(-c2ccc(C(=O)O)o2)c1O, [Na+], [Na+]. Product: CC1=NN(c2ccc3c(c2)CCCC3)C(=O)C1=NNc1cccc(-c2ccc(C(=O)O)o2)c1O. RXN SMILES: [BrH:1].[C:39](=[O:40])([OH:41])[O-:42].[CH3:22][C:23]1=[N:27][N:26]([c:28]2[cH:29][c:30]3[c:35]([cH:36][cH:37]2)[CH2:34][CH2:33][CH2:32][CH2:31]3)[C:25](=[O:38])[CH2:24]1.[ClH:44].[N:18]([O-:19])=[O:20].[NH2:2][c:3]1[c:4]([OH:17])[c:5](-[c:9]2[cH:10][cH:11][c:12]([C:14](=[O:15])[OH:16])[o:13]2)[cH:6][cH:7][cH:8]1.[Na+:21].[Na+:43]>>[NH:2]([c:3]1[c:4]([OH:17])[c:5](-[c:9]2[cH:10][cH:11][c:12]([C:14](=[O:15])[OH:16])[o:13]2)[cH:6][cH:7][cH:8]1)[N:18]=[C:24]1[C:23]([CH3:22])=[N:27][N:26]([c:28]2[cH:29][c:30]3[c:35]([cH:36][cH:37]2)[CH2:34][CH2:33][CH2:32][CH2:31]3)[C:25]1=[O:38]. The reactants are CO (methanol), OC1=C(C(OC(=C1)C1=CC=C(C=C1)O)=O)SCCC1=CC=CC=C1 (4-hydroxy-6-(4-hydroxyphenyl)-3-[(2-phenylethyl)thio]-2H-pyran-2-one), C([O-])([O-])=O.[Cs+].[Cs+] (cesium carbonate), BrCCOC(C)=O (bromoethylacetate). Solvent: CN(C=O)C (dimethylformamide). Conditions: time 3 hour. The product is C(C)OC(COC1=CC=C(C=C1)C1=CC(=C(C(O1)=O)SCCC1=CC=CC=C1)O)=O (4-[4-Hydroxy-2-oxo-3-[(2-phenylethyl)thio]-2H-pyran-6-yl]phenoxy acetic acid ethyl ester). RXN SMILES: CO.[OH:3][C:4]1[CH:9]=[C:8]([C:10]2[CH:15]=[CH:14][C:13]([OH:16])=[CH:12][CH:11]=2)[O:7][C:6](=[O:17])[C:5]=1[S:18][CH2:19][CH2:20][C:21]1[CH:26]=[CH:25][CH:24]=[CH:23][CH:22]=1.C(=O)([O-])[O-].[Cs+].[Cs+].Br[CH2:34][CH2:35][O:36][C:37](=[O:39])[CH3:38]>CN(C)C=O>[CH2:35]([O:36][C:37](=[O:39])[CH2:38][O:16][C:13]1[CH:12]=[CH:11][C:10]([C:8]2[O:7][C:6](=[O:17])[C:5]([S:18][CH2:19][CH2:20][C:21]3[CH:26]=[CH:25][CH:24]=[CH:23][CH:22]=3)=[C:4]([OH:3])[CH:9]=2)=[CH:15][CH:14]=1)[CH3:34] |f:2.3.4|. Reported procedure: To a methanol solution (3 ml) of the 4-hydroxy-6-(4-hydroxyphenyl)-3-[(2-phenylethyl)thio]-2H-pyran-2-one (0.500 g, 1.47 mmol) was added cesium carbonate (0.955 g, 2.94 mmol). The reaction was stirred for 3 hrs. and is then concentrated in vacuo. Next, dimethylformamide (15 mL) is added and the residue is reconcentrated in vacuo to dryness. The solid is then diluted with dimethylformamide (3 mL) and bromoethylacetate (0.491 mL, 2.94 mmol) is added. The slurry is then stirred for 3 hrs. The react... Reaction conditions: time 10 minute. Reactants: C(C)N(C=C(C(C(=O)C1=CC=CC=C1)=O)C1=CC=CC=C1)CC (1-diethylamino-2,4-diphenyl-1-buten-3,4-dione), NN (hydrazine). As a reaction SMILES: C([N:3](CC)[CH:4]=[C:5]([C:16]1[CH:21]=[CH:20][CH:19]=[CH:18][CH:17]=1)[C:6](=[O:15])[C:7]([C:9]1[CH:14]=[CH:13][CH:12]=[CH:11][CH:10]=1)=O)C.[NH2:24]N>C(O)(C)C>[C:9]1([C:7]2[C:6](=[O:15])[C:5]([C:16]3[CH:21]=[CH:20][CH:19]=[CH:18][CH:17]=3)=[CH:4][NH:3][N:24]=2)[CH:14]=[CH:13][CH:12]=[CH:11][CH:10]=1. The product is C1(=CC=CC=C1)C1=NNC=C(C1=O)C1=CC=CC=C1 (3,5-diphenyl-4(1H)-pyridazinone). Procedure details: The product solution from Example 1 was cooled to 0° C. and mixed with 20 ml. of isopropyl alcohol and 2 ml. of hydrazine. The mixture was stirred for 10 minutes, and was then warmed to room temperature and stirred for 15 hours. The product was then collected by filtration. The yield was 6.0 g. of 3,5-diphenyl-4(1H)-pyridazinone, m.p. 328°-32° C., which was identified by infrared and nuclear magnetic resonance analysis. Run in C(C)(C)O (isopropyl alcohol).